This data is from the Open Reaction Database (ORD), a public repository of structured organic reaction records. The task is: describe an organic reaction: reactants, conditions, products, and yield The reactants are C(C)(C)O (isopropyl alcohol), [H][H] (hydrogen), C(#N)CCNC1C(CCCC1)N (N-(2-cyanoethyl)-1,2-cyclohexanediamine), N (ammonia), cyanoethylated 1,2-diaminocyclohexane, CO (methyl alcohol). Run in C(C)O (ethyl alcohol). Product: triamine, NCCCNC1C(CCCC1)N (N-(3-aminopropyl)-1,2-cyclohexanediamine), C(#N)CCNC1C(CCCC1)NCCC#N (N,N'-di-(2-cyanoethyl)-1,2-diaminocyclohexane). As a reaction SMILES: [H][H].[NH3:3].CO.[C:6]([CH2:8][CH2:9][NH:10][CH:11]1[CH2:16][CH2:15][CH2:14][CH2:13][CH:12]1[NH2:17])#[N:7].[CH:18](O)([CH3:20])[CH3:19]>C(O)C>[NH2:7][CH2:6][CH2:8][CH2:9][NH:10][CH:11]1[CH2:16][CH2:15][CH2:14][CH2:13][CH:12]1[NH2:17].[C:6]([CH2:8][CH2:9][NH:10][CH:11]1[CH2:16][CH2:15][CH2:14][CH2:13][CH:12]1[NH:17][CH2:19][CH2:18][C:20]#[N:3])#[N:7]. Reported procedure: The above described cyanoethylated 1,2-diaminocyclohexane can then be reduced with hydrogen in the presence of ammonia, either in the presence and absence of a solvent, such as methyl alcohol, ethyl alcohol, isopropyl alcohol, etc. N-(2-cyanoethyl)-1,2-cyclohexanediamine, (2), can be reduced to give a triamine, N-(3-aminopropyl)-1,2-cyclohexanediamine, (4), while N,N'-di-(2-cyanoethyl)-1,2-diaminocyclohexane, (3), can be reduced to give tetramine, N,N'-di-(3-aminopropyl)-1,2-diaminocyclohexane, ... The reactants are [BH4-], COC(=O)C(C#N)=Cc1cccs1, CC(=O)O, CO, [Na+], [Na+], [OH-], O. The product is COC(=O)C(C#N)Cc1cccs1. As a reaction SMILES: [BH4-:16].[C:1](#[N:2])[C:3]([C:4](=[O:5])[O:6][CH3:7])=[CH:8][c:9]1[s:10][cH:11][cH:12][cH:13]1.[CH3:18][C:19](=[O:20])[OH:21].[CH3:23][OH:24].[Na+:15].[Na+:17].[OH-:14].[OH2:22]>>[C:1](#[N:2])[CH:3]([C:4](=[O:5])[O:6][CH3:7])[CH2:8][c:9]1[s:10][cH:11][cH:12][cH:13]1. Reactants: C1(CC1)COC1=C(C=CC(=N1)C(=O)O)C1COCC1 (6-(cyclopropylmethoxy)-5-(tetrahydrofuran-3-yl)-pyridine-2-carboxylic acid), C1(CC1)COC1=C(C=CC(=N1)C(=O)O)C1OCCC1 (6-(cyclopropylmethoxy)-5-(tetrahydrofuran-2-yl)-pyridine-2-carboxylic acid), N[C@H](C(=O)N)CC(C)C ((2S)-2-amino-4-methyl-pentanamide). The product is C(N)(=O)[C@H](CC(C)C)NC(=O)C1=NC(=C(C=C1)C1OCCC1)OCC1CC1 (6-Cyclopropylmethoxy-5-(tetrahydro-furan-2-yl)-pyridine-2-carboxylic acid ((S)-1-carbamoyl-3-methyl-butyl)-amide). Reaction SMILES: C1(COC2N=C(C(O)=O)C=CC=2C2CCOC2)CC1.[CH:20]1([CH2:23][O:24][C:25]2[N:30]=[C:29]([C:31]([OH:33])=O)[CH:28]=[CH:27][C:26]=2[CH:34]2[CH2:38][CH2:37][CH2:36][O:35]2)[CH2:22][CH2:21]1.[NH2:39][C@@H:40]([CH2:44][CH:45]([CH3:47])[CH3:46])[C:41]([NH2:43])=[O:42]>>[C:41]([C@@H:40]([NH:39][C:31]([C:29]1[CH:28]=[CH:27][C:26]([CH:34]2[CH2:38][CH2:37][CH2:36][O:35]2)=[C:25]([O:24][CH2:23][CH:20]2[CH2:21][CH2:22]2)[N:30]=1)=[O:33])[CH2:44][CH:45]([CH3:47])[CH3:46])(=[O:42])[NH2:43]. Reported procedure: The title compound was synthesized in analogy to Example 1, using the mixture of 6-(cyclopropylmethoxy)-5-(tetrahydrofuran-3-yl)-pyridine-2-carboxylic acid and 6-(cyclopropylmethoxy)-5-(tetrahydrofuran-2-yl)-pyridine-2-carboxylic acid (mixture from Example 114 d), and (2S)-2-amino-4-methyl-pentanamide (CAN 687-51-4) as starting materials, MS (EI): m/e=376.2 [M+H]+. Starting materials: C(C)(C)(C)OC(=O)NCCNC([C@H]1N(C[C@@H](C1)OC=1C=C(C=CC1)C1=CC=CC=C1)C(=O)OC(C)(C)C)=O (trans-4-(3-Biphenyloxy) N-tert-butoxycarbonyl-L-proline 2-(N-tert-butoxycarbonylamino)ethylamide). Run in Cl (hydrogen chloride), O1CCOCC1 (1,4-dioxane). Run at time 2 hour. Yields the product NCCNC([C@H]1NC[C@@H](C1)OC=1C=C(C=CC1)C1=CC=CC=C1)=O (trans-4-(3-Biphenyloxy)-L-Proline 2-Aminoethylamide). The yield is 108.9%. Reaction SMILES: C(OC([NH:8][CH2:9][CH2:10][NH:11][C:12](=[O:38])[C@@H:13]1[CH2:17][C@@H:16]([O:18][C:19]2[CH:20]=[C:21]([C:25]3[CH:30]=[CH:29][CH:28]=[CH:27][CH:26]=3)[CH:22]=[CH:23][CH:24]=2)[CH2:15][N:14]1C(OC(C)(C)C)=O)=O)(C)(C)C>Cl.O1CCOCC1>[NH2:8][CH2:9][CH2:10][NH:11][C:12](=[O:38])[C@@H:13]1[CH2:17][C@@H:16]([O:18][C:19]2[CH:20]=[C:21]([C:25]3[CH:30]=[CH:29][CH:28]=[CH:27][CH:26]=3)[CH:22]=[CH:23][CH:24]=2)[CH2:15][NH:14]1. Reported procedure: trans-4-(3-Biphenyloxy) N-tert-butoxycarbonyl-L-proline 2-(N-tert-butoxycarbonylamino)ethylamide (C, 175 mg) was dissolved in 4 N hydrogen chloride in 1,4-dioxane (3 mL). After stirring for 2 hr, the reaction mixture was evaporated in vacuo to give a white solid. The solid was washed with ether to afford the titled compound (118 mg): 1H NMR (400 MHz, D2O) δ 2.43 (m, 1H), 2.83 (m, 1H), 3.22 (m, 2H), 3.57 (m, 1H), 3.66 (m, 1H), 4.69-4.84 (m, 3H), 5.44 (m, 1H), 7.08 (d, J=8.3 Hz, 1H), 7.32 (s, 1H),... Reactants: CCCCNc1c(C(=O)OCC)c(C)nc(Cl)c1[N+](=O)[O-], CCN. The product is CCCCNc1c(C(=O)OCC)c(C)nc(NCC)c1[N+](=O)[O-]. As a reaction SMILES: [CH2:1]([CH3:2])[O:3][C:4](=[O:5])[c:6]1[c:7]([CH3:21])[n:8][c:9]([Cl:20])[c:10]([N+:17](=[O:18])[O-:19])[c:11]1[NH:12][CH2:13][CH2:14][CH2:15][CH3:16].[CH3:22][CH2:23][NH2:24]>>[CH2:1]([CH3:2])[O:3][C:4](=[O:5])[c:6]1[c:7]([CH3:21])[n:8][c:9]([NH:24][CH2:23][CH3:22])[c:10]([N+:17](=[O:18])[O-:19])[c:11]1[NH:12][CH2:13][CH2:14][CH2:15][CH3:16]. Starting materials: C(C)OC(=O)C=1C(NC2=CC(=CC=C2C1C1=CC=CC=C1)C)=O (1,2-dihydro-4-phenyl-7-methyl-2-oxo-3-quinoline carboxylic acid ethyl ester), ice water. The solvent is S(O)(O)(=O)=O (sulfuric acid). Conditions: temperature 95 celsius. The product is 70.6, CC1=CC=C2C3=C(C(NC2=C1)=O)C(C1=CC=CC=C13)=O (3-methyl-5H-indeno[2,1-c]quinoline-6,7-dion). RXN SMILES: C([O:3][C:4]([C:6]1[C:7](=[O:23])[NH:8][C:9]2[C:14]([C:15]=1[C:16]1[CH:21]=[CH:20][CH:19]=[CH:18][CH:17]=1)=[CH:13][CH:12]=[C:11]([CH3:22])[CH:10]=2)=O)C>S(=O)(=O)(O)O>[CH3:22][C:11]1[CH:10]=[C:9]2[C:14]([C:15]3[C:16]4[C:17](=[CH:18][CH:19]=[CH:20][CH:21]=4)[C:4](=[O:3])[C:6]=3[C:7](=[O:23])[NH:8]2)=[CH:13][CH:12]=1. Procedure details: A mixture of 1,2-dihydro-4-phenyl-7-methyl-2-oxo-3-quinoline carboxylic acid ethyl ester (2.5 g, 8.1 mmol) and conc. sulfuric acid (20 ml) was stirred with heat at 95° C. for 10 hours. The reaction mixture was poured into ice water to obtain a crystal precipitated by filtration. The crystal obtained was washed with water and methanol in this sequence to give 1.5 g (yield 70.6 of the title compound. Starting materials: ClC1=C(C(=CC(=C1)Cl)Cl)NN (2,4,6-trichlorophenylhydrazine), C(C)OC=C=C(C(=O)OC)C#N (methyl ethoxymethylene-2-cyanoacrylate). Run in C(CCC)O (n-butanol). The product is 22.8, NC1=C(C=NN1C1=C(C=C(C=C1Cl)Cl)Cl)C(=O)OC (methyl 5-amino-1-(2,4,6-trichlorophenyl)-pyrazole-4-carboxylate). RXN SMILES: [Cl:1][C:2]1[CH:7]=[C:6]([Cl:8])[CH:5]=[C:4]([Cl:9])[C:3]=1[NH:10][NH2:11].C(OC=[C:16]=[C:17]([C:22]#[N:23])[C:18]([O:20][CH3:21])=[O:19])C>C(O)CCC>[NH2:23][C:22]1[N:10]([C:3]2[C:2]([Cl:1])=[CH:7][C:6]([Cl:8])=[CH:5][C:4]=2[Cl:9])[N:11]=[CH:16][C:17]=1[C:18]([O:20][CH3:21])=[O:19]. Reported procedure: 21.2 parts by weight of 2,4,6-trichlorophenylhydrazine and 15.5 parts by weight of methyl ethoxymethylene-2-cyanoacrylate in 120 parts by volume of n-butanol were refluxed for 2 hours. The mixture was cooled, and the precipitate was filtered off with suction to give 22.8 parts by weight of methyl 5-amino-1-(2,4,6-trichlorophenyl)-pyrazole-4-carboxylate of melting point 180°14 181° C.